This data is from the Open Reaction Database (ORD), a public repository of structured organic reaction records. The task is: describe an organic reaction: reactants, conditions, products, and yield Starting materials: Cl.N1CCC(CC1)C=1C(NC2=CC=CC=C2C1)=O (3-(piperidin-4-yl)quinolin-2(1H)-one hydrochloride), ClC1=CC2=C(C=3C=NNC13)CN(C([C@@H](C2)CC(N2CCC(CC2)N2C(NC1=CC=CC=C1C2)=O)=O)=O)CC(C)(C)C (4-Chloro-9-(2,2-dimethyl-propyl)-7-(S)-{2-oxo-2-[4-(2-oxo-1,4-dihydro-2H-quinazolin-3-yl)-piperidin-1-yl]-ethyl}-6,7,9,10-tetrahydro-3H-2,3,9-triaza-cyclohepta[e]inden-8-one). The product is ClC1=CC2=C(C=3C=NNC13)CN(C([C@@H](C2)CC(N2CCC(CC2)C=2C(NC1=CC=CC=C1C2)=O)=O)=O)CC(C)(C)C ((S)-4-Chloro-9-neopentyl-7-(2-oxo-2-(4-(2-oxo-1,2-dihydroquinolin-3-yl)piperidin-1-yl)ethyl)-6,7,9,10-tetrahydroazepino[3,4-e]indazol-8(3H)-one). Isolated yield 46.0%. As a reaction SMILES: Cl.[NH:2]1[CH2:7][CH2:6][CH:5]([C:8]2[C:9](=[O:18])[NH:10][C:11]3[C:16]([CH:17]=2)=[CH:15][CH:14]=[CH:13][CH:12]=3)[CH2:4][CH2:3]1.[Cl:19][C:20]1[C:28]2[NH:27][N:26]=[CH:25][C:24]=2[C:23]2[CH2:29][N:30]([CH2:55][C:56]([CH3:59])([CH3:58])[CH3:57])[C:31](=[O:54])[C@H:32]([CH2:34][C:35](=[O:53])N3CCC(N4CC5C(=CC=CC=5)NC4=O)CC3)[CH2:33][C:22]=2[CH:21]=1>>[Cl:19][C:20]1[C:28]2[NH:27][N:26]=[CH:25][C:24]=2[C:23]2[CH2:29][N:30]([CH2:55][C:56]([CH3:59])([CH3:58])[CH3:57])[C:31](=[O:54])[C@H:32]([CH2:34][C:35](=[O:53])[N:2]3[CH2:3][CH2:4][CH:5]([C:8]4[C:9](=[O:18])[NH:10][C:11]5[C:16]([CH:17]=4)=[CH:15][CH:14]=[CH:13][CH:12]=5)[CH2:6][CH2:7]3)[CH2:33][C:22]=2[CH:21]=1 |f:0.1|. Procedure details: Title compound was prepared from 3-(piperidin-4-yl)quinolin-2(1H)-one hydrochloride in a manner analogous to the preparation of 4-Chloro-9-(2,2-dimethyl-propyl)-7-(S)-{2-oxo-2-[4-(2-oxo-1,4-dihydro-2H-quinazolin-3-yl)-piperidin-1-yl]-ethyl}-6,7,9,10-tetrahydro-3H-2,3,9-triaza-cyclohepta[e]inden-8-one. Material was obtained as off-white solid in 46% yield. MS m/e (M+H)+=574.2. 1H NMR (500 MHz, DMSO-D6): δ=13.54 (s, 1H), 11.76 (s, 1H), 8.36 (s, 1H), 7.70 (d, J=5.80, 1H), 7.61 (d, J=7.63, 1H), 7.43... Reactants: Cl.BrC1=C(C=C2C=C(NC2=C1)C(=O)O)OC1CCN(CC1)C(C)C (6-bromo-5-(1-isopropyl-piperidin-4-yloxy)-1H-indole-2-carboxylic acid hydrochloride), CS(=O)(=O)N1CCNCC1 (1-methylsulfonyl-piperazine). Product: BrC1=C(C=C2C=C(NC2=C1)C(=O)N1CCN(CC1)S(=O)(=O)C)OC1CCN(CC1)C(C)C ([6-Bromo-5-(1-isopropyl-piperidin-4-yloxy)-1H-indol-2-yl]-(4-methanesulfonyl-piperazin-1-yl)-methanone). Isolated yield 45.0%. Reaction SMILES: Cl.[Br:2][C:3]1[CH:11]=[C:10]2[C:6]([CH:7]=[C:8]([C:12](O)=[O:13])[NH:9]2)=[CH:5][C:4]=1[O:15][CH:16]1[CH2:21][CH2:20][N:19]([CH:22]([CH3:24])[CH3:23])[CH2:18][CH2:17]1.[CH3:25][S:26]([N:29]1[CH2:34][CH2:33][NH:32][CH2:31][CH2:30]1)(=[O:28])=[O:27]>>[Br:2][C:3]1[CH:11]=[C:10]2[C:6]([CH:7]=[C:8]([C:12]([N:32]3[CH2:33][CH2:34][N:29]([S:26]([CH3:25])(=[O:28])=[O:27])[CH2:30][CH2:31]3)=[O:13])[NH:9]2)=[CH:5][C:4]=1[O:15][CH:16]1[CH2:21][CH2:20][N:19]([CH:22]([CH3:23])[CH3:24])[CH2:18][CH2:17]1 |f:0.1|. Procedure: The title compound was synthesized in analogy to example 1, from 6-bromo-5-(1-isopropyl-piperidin-4-yloxy)-1H-indole-2-carboxylic acid hydrochloride (example 1, intermediate a) and 1-methylsulfonyl-piperazine to afford the title compound as a light-yellow solid (45%).